From a dataset of the Open Reaction Database (ORD), a public repository of structured organic reaction records. describe an organic reaction: reactants, conditions, products, and yield Reactants: O=C1CCC(=O)N1Br, CN(C)C=O, CCOC(C)=O, N#CCc1ccccc1N. Yields the product N#CCc1cc(Br)ccc1N. As a reaction SMILES: [Br:11][N:12]1[C:13](=[O:14])[CH2:15][CH2:16][C:17]1=[O:18].[CH3:19][N:20]([CH3:21])[CH:22]=[O:23].[CH3:24][CH2:25][O:26][C:27](=[O:28])[CH3:29].[NH2:1][c:2]1[c:3]([CH2:8][C:9]#[N:10])[cH:4][cH:5][cH:6][cH:7]1>>[NH2:1][c:2]1[c:3]([CH2:8][C:9]#[N:10])[cH:4][c:5]([Br:11])[cH:6][cH:7]1. Reactants: Cl.O1CCOC12CCC(CC2)C(CC)N (1-(1,4-dioxaspiro[4.5]decan-8-yl)propan-1-amine HCl salt), TEA, CS(=O)(=O)Cl (methanesulfonyl chloride). Solvent: ClCCl (dichloromethane). Reaction conditions: temperature 0 celsius. The product is O1CCOC12CCC(CC2)C(CC)NS(=O)(=O)C (N-(1-(1,4-dioxaspiro[4.5]decan-8-yl)propyl)methanesulfonamide). RXN SMILES: Cl.[O:2]1[C:6]2([CH2:11][CH2:10][CH:9]([CH:12]([NH2:15])[CH2:13][CH3:14])[CH2:8][CH2:7]2)[O:5][CH2:4][CH2:3]1.[CH3:16][S:17](Cl)(=[O:19])=[O:18]>ClCCl>[O:2]1[C:6]2([CH2:11][CH2:10][CH:9]([CH:12]([NH:15][S:17]([CH3:16])(=[O:19])=[O:18])[CH2:13][CH3:14])[CH2:8][CH2:7]2)[O:5][CH2:4][CH2:3]1 |f:0.1|. Procedure details: Into a 50 mL round-bottom flask was placed a solution of 1-1,4-dioxaspiro[4.5]decan-8-ylpropan-1-amine hydrochloride (as prepared in Example 104 Step B) (50 mg, 0.21 mmol, 1.00 equiv) in dichloromethane (10 mL) and TEA (42.8 mg, 0.42 mmol, 2.00 equiv). This was followed by the addition of methanesulfonyl chloride (29.1 mg, 0.25 mmol, 1.20 equiv) dropwise with stirring at 0° C. The resulting solution was stirred overnight at room temperature. The reaction was then quenched by the addition of 20 m... Reactants: COC1=C(C(=CC=C1)OC)C=1C(=CC(=CC1)[N+](=O)[O-])C(=O)[O-] (2′,6′-dimethoxy-4-nitro-1,1′-biphenyl-2-carboxylate), BrB(Br)Br (tribromoborane). Product: OC1=C2C3=C(C(OC2=CC=C1)=O)C=C(C=C3)[N+](=O)[O-] (1-hydroxy-8-nitro-6H-benzo[c]chromen-6-one). Reaction SMILES: CO[C:3]1[CH:8]=[CH:7][CH:6]=[C:5]([O:9]C)[C:4]=1[C:11]1[C:12]([C:20]([O-:22])=[O:21])=[CH:13][C:14]([N+:17]([O-:19])=[O:18])=[CH:15][CH:16]=1.BrB(Br)Br>>[OH:9][C:5]1[CH:6]=[CH:7][CH:8]=[C:3]2[C:4]=1[C:11]1[CH:16]=[CH:15][C:14]([N+:17]([O-:19])=[O:18])=[CH:13][C:12]=1[C:20](=[O:21])[O:22]2. Procedure details: treating 2′,6′-dimethoxy-4-nitro-1,1′-biphenyl-2-carboxylate with tribromoborane in a second solvent to provide 1-hydroxy-8-nitro-6H-benzo[c]chromen-6-one; The reactants are C(C1=CC=CC=C1)OC(=O)N1CCC(CC1)O (4-Hydroxy-piperidine-1-carboxylic acid benzyl ester), N1=CC=CC=C1 (pyridine), ClC(=O)OC1=CC=C(C=C1)[N+](=O)[O-] (4-nitrophenyl chloroformate). The solvent is C(Cl)Cl (methylene chloride), C(Cl)Cl (methylene chloride). Conditions: time 2 day. Product: C(C1=CC=CC=C1)OC(=O)N1CCC(CC1)OC(=O)OC1=CC=C(C=C1)[N+](=O)[O-] (4-(4-Nitro-phenoxycarbonyloxy)-piperidine-1-carboxylic acid benzyl ester). As a reaction SMILES: [CH2:1]([O:8][C:9]([N:11]1[CH2:16][CH2:15][CH:14]([OH:17])[CH2:13][CH2:12]1)=[O:10])[C:2]1[CH:7]=[CH:6][CH:5]=[CH:4][CH:3]=1.N1C=CC=CC=1.Cl[C:25]([O:27][C:28]1[CH:33]=[CH:32][C:31]([N+:34]([O-:36])=[O:35])=[CH:30][CH:29]=1)=[O:26]>C(Cl)Cl>[CH2:1]([O:8][C:9]([N:11]1[CH2:16][CH2:15][CH:14]([O:17][C:25]([O:27][C:28]2[CH:29]=[CH:30][C:31]([N+:34]([O-:36])=[O:35])=[CH:32][CH:33]=2)=[O:26])[CH2:13][CH2:12]1)=[O:10])[C:2]1[CH:7]=[CH:6][CH:5]=[CH:4][CH:3]=1. Procedure details: A solution of the alcohol (72.3 g, 0.31 moles) produced in Example 20 and pyridine (37.3 ml, 0.46 moles) in 300 ml of methylene chloride was added dropwise under nitrogen over two hours to a solution of 4-nitrophenyl chloroformate (92.8 g, 0.46 moles) in 600 ml of methylene chloride at room temperature. After the addition the reaction was stirred for two days at room temperature. The reaction was then extracted two times with 1N HCl, multiple times with saturated Na2CO3, dried (MgSO4) and the so... Starting materials: FC=1C=C(CN2C(C(=CC=C2)C(=O)NCC=2C=C(C=CC2)C2=CNC3=NC=C(C=C32)C(=O)N)=O)C=CC1F (3-[3-({[1-(3,4-Difluoro-benzyl)-2-oxo-1,2-dihydro-pyridine-3-carbonyl]-amino}-methyl)-phenyl]-1H-pyrrolo[2,3-b]pyridine-5-carboxylic acid amide), C(CC)N (1-Propanamine), amine, FC=1C=C(CN2C(C(=CC=C2)C(=O)NCC=2C=C(C=CC2)C2=CNC3=NC=C(C=C32)C(=O)O)=O)C=CC1F (3-[3-({[1-(3,4-Difluoro-benzyl)-2-oxo-1,2-dihydro-pyridine-3-carbonyl]-amino}-methyl)-phenyl]-1H-pyrrolo[2,3-b]pyridine-5-carboxylic acid), carboxylic acid. The product is C(CC)NC(=O)C=1C=C2C(=NC1)NC=C2C2=CC(=CC=C2)CNC(=O)C=2C(N(C=CC2)CC2=CC(=C(C=C2)F)F)=O (3-[3-({[1-(3,4-Difluoro-benzyl)-2-oxo-1,2-dihydro-pyridine-3-carbonyl]-amino}-methyl)-phenyl]-1H-pyrrolo[2,3-b]pyridine-5-carboxylic acid propylamide). As a reaction SMILES: [F:1][C:2]1[CH:3]=[C:4]([CH:35]=[CH:36][C:37]=1[F:38])[CH2:5][N:6]1[CH:11]=[CH:10][CH:9]=[C:8]([C:12]([NH:14][CH2:15][C:16]2[CH:17]=[C:18]([C:22]3[C:30]4[C:25](=[N:26][CH:27]=[C:28]([C:31]([NH2:33])=[O:32])[CH:29]=4)[NH:24][CH:23]=3)[CH:19]=[CH:20][CH:21]=2)=[O:13])[C:7]1=[O:34].F[C:40]1[CH:41]=C(C=C[C:75]=1F)CN1C=CC=C(C(NCC2C=C(C3C4C(=NC=C(C(O)=O)C=4)NC=3)C=CC=2)=O)C1=O.C(N)CC>>[CH2:75]([NH:33][C:31]([C:28]1[CH:29]=[C:30]2[C:22]([C:18]3[CH:19]=[CH:20][CH:21]=[C:16]([CH2:15][NH:14][C:12]([C:8]4[C:7](=[O:34])[N:6]([CH2:5][C:4]5[CH:35]=[CH:36][C:37]([F:38])=[C:2]([F:1])[CH:3]=5)[CH:11]=[CH:10][CH:9]=4)=[O:13])[CH:17]=3)=[CH:23][NH:24][C:25]2=[N:26][CH:27]=1)=[O:32])[CH2:40][CH3:41]. Procedure details: Except where indicated, 3-[3-({[1-(3,4-Difluoro-benzyl)-2-oxo-1,2-dihydro-pyridine-3-carbonyl]-amino}-methyl)-phenyl]-1H-pyrrolo[2,3-b]pyridine-5-carboxylic acid propylamide was synthesized as per Example 81, 3-[3-({[1-(3,4-Difluoro-benzyl)-2-oxo-1,2-dihydro-pyridine-3-carbonyl]-amino}-methyl)-phenyl]-1H-pyrrolo[2,3-b]pyridine-5-carboxylic acid amide using 3-[3-({[1-(3,4-Difluoro-benzyl)-2-oxo-1,2-dihydro-pyridine-3-carbonyl]-amino}-methyl)-phenyl]-1H-pyrrolo[2,3-b]pyridine-5-carboxylic acid (53... The reactants are CC(Cc1cc(F)cc2ccoc12)NC(=O)OC(C)(C)C, [Li]CCCC, C[Si](C)(C)N=C=O, C1CCOC1. Reaction SMILES: [C:1]([CH3:2])([CH3:3])([CH3:4])[O:5][C:6](=[O:7])[NH:8][CH:9]([CH2:10][c:11]1[cH:12][c:13]([F:20])[cH:14][c:15]2[cH:16][cH:17][o:18][c:19]12)[CH3:21].[CH2:22]([Li:23])[CH2:24][CH2:25][CH3:26].[CH3:27][Si:28]([CH3:29])([CH3:30])[N:31]=[C:32]=[O:33].[O:34]1[CH2:35][CH2:36][CH2:37][CH2:38]1>>[C:1]([CH3:2])([CH3:3])([CH3:4])[O:5][C:6](=[O:7])[NH:8][CH:9]([CH2:10][c:11]1[cH:12][c:13]([F:20])[cH:14][c:15]2[cH:16][c:17]([Si:28]([CH3:27])([CH3:29])[CH3:30])[o:18][c:19]12)[CH3:21]. Yields the product CC(Cc1cc(F)cc2cc([Si](C)(C)C)oc12)NC(=O)OC(C)(C)C.